The task is: describe an organic reaction: reactants, conditions, products, and yield. This data is from the Open Reaction Database (ORD), a public repository of structured organic reaction records. The reactants are CCOP(OCC)OCC, CCOC(C)=O, Cc1ccc(Oc2cccc(CCl)c2)nc1, O. Reaction SMILES: [CH2:17]([CH3:18])[O:19][P:20]([O:21][CH2:22][CH3:23])[O:24][CH2:25][CH3:26].[CH3:28][CH2:29][O:30][C:31](=[O:32])[CH3:33].[Cl:1][CH2:2][c:3]1[cH:4][c:5]([O:6][c:7]2[n:8][cH:9][c:10]([CH3:13])[cH:11][cH:12]2)[cH:14][cH:15][cH:16]1.[OH2:27]>>[CH2:2]([c:3]1[cH:4][c:5]([O:6][c:7]2[n:8][cH:9][c:10]([CH3:13])[cH:11][cH:12]2)[cH:14][cH:15][cH:16]1)[P:20]([O:19][CH2:17][CH3:18])([O:21][CH2:22][CH3:23])=[O:24]. Product: CCOP(=O)(Cc1cccc(Oc2ccc(C)cn2)c1)OCC.